From a dataset of the Open Reaction Database (ORD), a public repository of structured organic reaction records. describe an organic reaction: reactants, conditions, products, and yield Starting materials: ClC1=C(N)C=CC(=C1)OC1=NC=NC2=CC(=C(C=C12)OC)OC (2-Chloro-4-[(6,7-dimethoxy-4-quinazolinyl)oxy]-aniline), ClC(Cl)(OC(OC(Cl)(Cl)Cl)=O)Cl (triphosgene), C([O-])(O)=O.[Na+] (sodium bicarbonate), C1(=CC=CC=C1)CCO (2-phenyl-1-ethanol). Solvent: C(C)N(CC)CC (triethylamine), C1(=CC=CC=C1)C (toluene), C(Cl)Cl (methylene chloride). Yields the product ClC1=C(C=CC(=C1)OC1=NC=NC2=CC(=C(C=C12)OC)OC)NC(OCCC1=CC=CC=C1)=O (Phenethyl N-{2-chloro-4-[(6,7-dimethoxy-4-quinazolinyl)oxy]phenyl}carbamate). Isolated yield 24.9%. Reaction SMILES: [Cl:1][C:2]1[CH:8]=[C:7]([O:9][C:10]2[C:19]3[C:14](=[CH:15][C:16]([O:22][CH3:23])=[C:17]([O:20][CH3:21])[CH:18]=3)[N:13]=[CH:12][N:11]=2)[CH:6]=[CH:5][C:3]=1[NH2:4].Cl[C:25](Cl)([O:27][C:28](=[O:34])OC(Cl)(Cl)Cl)Cl.[C:36]1([CH2:42]CO)[CH:41]=[CH:40][CH:39]=[CH:38][CH:37]=1.C(=O)(O)[O-].[Na+]>C(Cl)Cl.C(N(CC)CC)C.C1(C)C=CC=CC=1>[Cl:1][C:2]1[CH:8]=[C:7]([O:9][C:10]2[C:19]3[C:14](=[CH:15][C:16]([O:22][CH3:23])=[C:17]([O:20][CH3:21])[CH:18]=3)[N:13]=[CH:12][N:11]=2)[CH:6]=[CH:5][C:3]=1[NH:4][C:28](=[O:34])[O:27][CH2:25][CH2:42][C:36]1[CH:41]=[CH:40][CH:39]=[CH:38][CH:37]=1 |f:3.4|. Reported procedure: 2-Chloro-4-[(6,7-dimethoxy-4-quinazolinyl)oxy]-aniline (50 mg) was added to toluene (5 ml), and triethylamine (0.5 ml), and the mixture was heated under reflux to prepare a solution. A solution of triphosgene (68 mg) in methylene chloride was then added thereto, and the mixture was heated under reflux for 10 min. Next, 2-phenyl-1-ethanol (28 mg) was added thereto, and the mixture was further stirred with heating under reflux for 3 hr. A saturated aqueous sodium bicarbonate solution was added to ...